From a dataset of the Open Reaction Database (ORD), a public repository of structured organic reaction records. describe an organic reaction: reactants, conditions, products, and yield Reactants: c1ccc2c(c1)Cn1cccc1C1CNCCN21, Cl, N#CO[Na], C1CCOC1, O. The product is NC(=O)N1CCN2c3ccccc3Cn3cccc3C2C1. RXN SMILES: [CH2:1]1[NH:2][CH2:3][CH2:4][N:5]2[CH:6]1[c:7]1[n:8]([cH:16][cH:17][cH:18]1)[CH2:9][c:10]1[c:11]2[cH:12][cH:13][cH:14][cH:15]1.[ClH:19].[Na:20][O:21][C:22]#[N:23].[O:24]1[CH2:25][CH2:26][CH2:27][CH2:28]1.[OH2:29]>>[CH2:1]1[N:2]([C:22](=[O:21])[NH2:23])[CH2:3][CH2:4][N:5]2[CH:6]1[c:7]1[n:8]([cH:16][cH:17][cH:18]1)[CH2:9][c:10]1[c:11]2[cH:12][cH:13][cH:14][cH:15]1. Reactants: COC(=O)CBr, CCC(c1nn2cccc2c(=O)[nH]1)N(CCCNC(=O)OC(C)(C)C)C(=O)c1ccc(C)cc1, CCC(c1nn2cccc2c(=O)n1Cc1ccc(F)cc1)N(CCCNC(=O)OC(C)(C)C)C(=O)c1ccc(C)cc1. Yields the product CCC(c1nn2cccc2c(=O)n1CC(=O)OC)N(CCCNC(=O)OC(C)(C)C)C(=O)c1ccc(C)cc1. As a reaction SMILES: [Br:77][CH2:78][C:79](=[O:80])[O:81][CH3:82].[C:1]([CH3:2])([CH3:3])([CH3:4])[O:5][C:6]([NH:7][CH2:8][CH2:9][CH2:10][N:11]([CH:12]([CH2:13][CH3:14])[c:15]1[n:16][n:17]2[c:18]([c:19](=[O:21])[nH:20]1)[cH:22][cH:23][cH:24]2)[C:25]([c:26]1[cH:27][cH:28][c:29]([CH3:32])[cH:30][cH:31]1)=[O:33])=[O:34].[C:35]([O:36][C:37](=[O:38])[NH:39][CH2:40][CH2:41][CH2:42][N:43]([CH:44]([c:45]1[n:46]([CH2:47][c:48]2[cH:49][cH:50][c:51]([F:52])[cH:53][cH:54]2)[c:55](=[O:56])[c:57]2[cH:58][cH:59][cH:60][n:61]2[n:62]1)[CH2:63][CH3:64])[C:65](=[O:66])[c:67]1[cH:68][cH:69][c:70]([CH3:71])[cH:72][cH:73]1)([CH3:74])([CH3:75])[CH3:76]>>[C:1]([CH3:2])([CH3:3])([CH3:4])[O:5][C:6]([NH:7][CH2:8][CH2:9][CH2:10][N:11]([CH:12]([CH2:13][CH3:14])[c:15]1[n:16][n:17]2[c:18]([c:19](=[O:21])[n:20]1[CH2:78][C:79](=[O:80])[O:81][CH3:82])[cH:22][cH:23][cH:24]2)[C:25]([c:26]1[cH:27][cH:28][c:29]([CH3:32])[cH:30][cH:31]1)=[O:33])=[O:34]. The reactants are C(C)OC(=O)C1=NC(=NO1)C1=CC=CC2=CC=CC=C12 (5-Ethoxycarbonyl-3-α-naphthyl-1,2,4-oxadiazole), C(C)NCC (diethylamine). Product: C(C)N(C(=O)C1=NC(=NO1)C1=CC=CC2=CC=CC=C12)CC (5-Diethylcarbamoyl-3-α-naphthyl-1,2,4-oxadiazole). As a reaction SMILES: C(O[C:4]([C:6]1[O:10][N:9]=[C:8]([C:11]2[C:20]3[C:15](=[CH:16][CH:17]=[CH:18][CH:19]=3)[CH:14]=[CH:13][CH:12]=2)[N:7]=1)=[O:5])C.[CH2:21]([NH:23][CH2:24][CH3:25])[CH3:22]>>[CH2:21]([N:23]([CH2:24][CH3:25])[C:4]([C:6]1[O:10][N:9]=[C:8]([C:11]2[C:20]3[C:15](=[CH:16][CH:17]=[CH:18][CH:19]=3)[CH:14]=[CH:13][CH:12]=2)[N:7]=1)=[O:5])[CH3:22]. Reported procedure: 5-Ethoxycarbonyl-3-α-naphthyl-1,2,4-oxadiazole (30.9 g.) was heated under reflux in an excess of diethylamine (35.6g.) for 1.5 hr. The mixture was cooled and evaporated under reduced pressure to give a solid which was recrystallised from methanol yielding title compound (29.3 g.), m.p. 101.5°-102.5°, λmax. (EtOH) 302 nm. (ε 9,700), νmax. (CHBr3) 1662 cm.-1 (CONEt2). Starting materials: C(C(C)C)NCCC(C)O (N-isobutyl-3-hydroxybutylamine), O=S(Cl)Cl (SOCl2). Product: Cl.C(C(C)C)NCCC(C)Cl (N-isobutyl-3-chlorobutylamine HCl salt). Reaction SMILES: [CH2:1]([NH:5][CH2:6][CH2:7][CH:8](O)[CH3:9])[CH:2]([CH3:4])[CH3:3].O=S(Cl)[Cl:13]>>[ClH:13].[CH2:1]([NH:5][CH2:6][CH2:7][CH:8]([Cl:13])[CH3:9])[CH:2]([CH3:4])[CH3:3] |f:2.3|. Procedure details: 4-Aminobutanol was reacted with butyraldehyde according to Method B9a, Step 1 to afford 2-isopropyltetrahydro,1,3-oxazepine. The 1,3-oxazepine was reduced according to Method B9a, Step 2 to give N-isobutyl-3-hydroxybutylamine. The 3-hydroxybutylamine was reacted with SOCl2 according to Method B9a, Step 3 to give N-isobutyl-3-chlorobutylamine HCl salt. The 3-chlorobutylamine was reacted with 2-methyl-4-nitrophenyl isothiocyanate according to Method C1a to afford 2-(2-methyl-4-nitrophenylimino)-3-... Starting materials: ClCCl, O=C1CNCCN1Cc1ccc(F)cc1, N#CBr. Yields the product N#CN1CCN(Cc2ccc(F)cc2)C(=O)C1. Reaction SMILES: [CH2:19]([Cl:20])[Cl:21].[F:1][c:2]1[cH:3][cH:4][c:5]([CH2:6][N:7]2[C:8](=[O:13])[CH2:9][NH:10][CH2:11][CH2:12]2)[cH:14][cH:15]1.[N:16]#[C:17][Br:18]>>[F:1][c:2]1[cH:3][cH:4][c:5]([CH2:6][N:7]2[C:8](=[O:13])[CH2:9][N:10]([C:17]#[N:16])[CH2:11][CH2:12]2)[cH:14][cH:15]1. Reactants: CC(C)(C)[S@@](=O)N ((R)-2-methylpropane-2-sulfinamide), ClC1=C(C(=NC=C1)C=O)F (4-chloro-3-fluoropicolinaldehyde), C(=O)([O-])[O-].[Cs+].[Cs+] (Cs2CO3). Run in C(Cl)Cl (DCM), CCOC(=O)C (EtOAc). Product: ClC1=C(C(=NC=C1)\C=N\[S@@](=O)C(C)(C)C)F ((S,E)-N-((4-Chloro-3-fluoropyridin-2-yl)methylene)-2-methylpropane-2-sulfinamide). The yield is 106.5%. RXN SMILES: [CH3:1][C:2]([S@:5]([NH2:7])=[O:6])([CH3:4])[CH3:3].[Cl:8][C:9]1[CH:14]=[CH:13][N:12]=[C:11]([CH:15]=O)[C:10]=1[F:17].C([O-])([O-])=O.[Cs+].[Cs+]>C(Cl)Cl.CCOC(C)=O>[Cl:8][C:9]1[CH:14]=[CH:13][N:12]=[C:11](/[CH:15]=[N:7]/[S@:5]([C:2]([CH3:4])([CH3:3])[CH3:1])=[O:6])[C:10]=1[F:17] |f:2.3.4|. Procedure details: A solution of (R)-2-methylpropane-2-sulfinamide (0.540 g, 4.32 mmol), 4-chloro-3-fluoropicolinaldehyde (0.627 g, 3.93 mmol) and Cs2CO3 (1.921 g, 5.89 mmol) in DCM (20 mL) was stirred for 1 h at rt. The reaction mixture was diluted with EtOAc and washed with brine (3×20 mL). The organic layer was dried over MgSO4, filtered and concentrated in vacuo to provide the desired product (1.1 g, 100%). MS (ESI) m/z: 263.0 (M+H)+. The product is CC1(C)CCCSc2cc(Br)ccc21. Starting materials: CC1(C=O)CCCSc2cc(Br)ccc21, [K+], NN, [OH-], O, OCCOCCO. As a reaction SMILES: [Br:1][c:2]1[cH:3][c:4]2[c:5]([cH:14][cH:15]1)[C:6]([CH:11]=[O:12])([CH3:13])[CH2:7][CH2:8][CH2:9][S:10]2.[K+:20].[NH2:17][NH2:18].[OH-:19].[OH2:16].[OH:21][CH2:22][CH2:23][O:24][CH2:25][CH2:26][OH:27]>>[Br:1][c:2]1[cH:3][c:4]2[c:5]([cH:14][cH:15]1)[C:6]([CH3:11])([CH3:13])[CH2:7][CH2:8][CH2:9][S:10]2. Reactants: Nc1n[nH]c2ccnc(Br)c12, CC(=O)Nc1ccc(C(F)(F)F)cc1NC(=O)Nc1ccc(B2OC(C)(C)C(C)(C)O2)cc1. Product: CC(=O)Nc1ccc(C(F)(F)F)cc1NC(=O)Nc1ccc(-c2nccc3[nH]nc(N)c23)cc1. As a reaction SMILES: [Br:1][c:2]1[n:3][cH:4][cH:5][c:6]2[c:7]1[c:8]([NH2:11])[n:9][nH:10]2.[CH3:12][C:13]1([CH3:14])[C:15]([CH3:16])([CH3:17])[O:18][B:19]([c:20]2[cH:21][cH:22][c:23]([NH:26][C:27]([NH:28][c:29]3[c:30]([NH:39][C:40]([CH3:41])=[O:42])[cH:31][cH:32][c:33]([C:35]([F:36])([F:37])[F:38])[cH:34]3)=[O:43])[cH:24][cH:25]2)[O:44]1>>[c:2]1(-[c:20]2[cH:21][cH:22][c:23]([NH:26][C:27]([NH:28][c:29]3[c:30]([NH:39][C:40]([CH3:41])=[O:42])[cH:31][cH:32][c:33]([C:35]([F:36])([F:37])[F:38])[cH:34]3)=[O:43])[cH:24][cH:25]2)[n:3][cH:4][cH:5][c:6]2[c:7]1[c:8]([NH2:11])[n:9][nH:10]2.